From a dataset of the Open Reaction Database (ORD), a public repository of structured organic reaction records. describe an organic reaction: reactants, conditions, products, and yield Reactants: ClC1=CC(=CC2=C1OCO2)C=O (7-chlorobenzo[d][1,3]dioxole-5-carbaldehyde), [BH4-].[Na+] (NaBH4), [NH4+].[Cl-] (NH4Cl). Run in C1CCOC1 (THF). Conditions: time 30 minute. The product is ClC1=CC(=CC2=C1OCO2)CO ((7-chlorobenzo[d][1,3]dioxol-5-yl)methanol). RXN SMILES: [Cl:1][C:2]1[C:7]2[O:8][CH2:9][O:10][C:6]=2[CH:5]=[C:4]([CH:11]=[O:12])[CH:3]=1.[BH4-].[Na+].[NH4+].[Cl-]>C1COCC1>[Cl:1][C:2]1[C:7]2[O:8][CH2:9][O:10][C:6]=2[CH:5]=[C:4]([CH2:11][OH:12])[CH:3]=1 |f:1.2,3.4|. Procedure: To a solution of 7-chlorobenzo[d][1,3]dioxole-5-carbaldehyde (6.0 g, 33 mmol) in THF (50 mL) was added NaBH4 (2.5 g, 64 mmol)) in portion at 0° C. The mixture was stirred at this temperature for 30 min and then poured into aqueous NH4Cl solution. The organic layer was separated, and the aqueous phase was extracted with EtOAc (50 mL×3). The combined extracts were dried over Na2SO4 and evaporated under reduced pressure to afford (7-chlorobenzo[d][1,3]dioxol-5-yl)methanol, which was directly used i... Reactants: Br, O, OCCCc1ccc(O)cc1. The product is Oc1ccc(CCCBr)cc1. As a reaction SMILES: [BrH:1].[OH2:13].[OH:2][CH2:3][CH2:4][CH2:5][c:6]1[cH:7][cH:8][c:9]([OH:12])[cH:10][cH:11]1>>[Br:1][CH2:3][CH2:4][CH2:5][c:6]1[cH:7][cH:8][c:9]([OH:12])[cH:10][cH:11]1. Reactants: [Al+3], CCOC(=O)c1cn(Cc2ccccc2)nc1OCc1ccc(OC)c(OCc2nc(-c3ccco3)oc2C)c1, CCOC(C)=O, [H-], [H-], [H-], [H-], [Li+], [Na+], [Na+], C1CCOC1, O, O, O, O, O, O, O, O, O, O, O=S(=O)([O-])[O-]. The product is COc1ccc(COc2nn(Cc3ccccc3)cc2CO)cc1OCc1nc(-c2ccco2)oc1C. Reaction SMILES: [Al+3:42].[CH2:1]([c:2]1[cH:3][cH:4][cH:5][cH:6][cH:7]1)[n:8]1[n:9][c:10]([O:18][CH2:19][c:20]2[cH:21][c:22]([O:28][CH2:29][c:30]3[n:31][c:32](-[c:36]4[o:37][cH:38][cH:39][cH:40]4)[o:33][c:34]3[CH3:35])[c:23]([O:26][CH3:27])[cH:24][cH:25]2)[c:11]([C:13](=[O:14])[O:15][CH2:16][CH3:17])[cH:12]1.[CH3:69][CH2:70][O:71][C:72](=[O:73])[CH3:74].[H-:41].[H-:44].[H-:45].[H-:46].[Li+:43].[Na+:62].[Na+:63].[O:64]1[CH2:65][CH2:66][CH2:67][CH2:68]1.[OH2:47].[OH2:48].[OH2:49].[OH2:50].[OH2:51].[OH2:52].[OH2:53].[OH2:54].[OH2:55].[OH2:56].[S:57]([O-:58])([O-:59])(=[O:60])=[O:61]>>[CH2:1]([c:2]1[cH:3][cH:4][cH:5][cH:6][cH:7]1)[n:8]1[n:9][c:10]([O:18][CH2:19][c:20]2[cH:21][c:22]([O:28][CH2:29][c:30]3[n:31][c:32](-[c:36]4[o:37][cH:38][cH:39][cH:40]4)[o:33][c:34]3[CH3:35])[c:23]([O:26][CH3:27])[cH:24][cH:25]2)[c:11]([CH2:13][OH:14])[cH:12]1. The reactants are Clc1ncnc2c1c(Br)cn2C1CCCC1, C1CCOC1, [Li]CCCC, O=C(Cl)c1cccc([N+](=O)[O-])c1. Product: O=C(c1cccc([N+](=O)[O-])c1)c1cn(C2CCCC2)c2ncnc(Cl)c12. RXN SMILES: [Br:6][c:7]1[cH:8][n:9]([CH:17]2[CH2:18][CH2:19][CH2:20][CH2:21]2)[c:10]2[n:11][cH:12][n:13][c:14]([Cl:16])[c:15]12.[CH2:34]1[O:35][CH2:36][CH2:37][CH2:38]1.[CH3:1][CH2:2][CH2:3][CH2:4][Li:5].[N+:22](=[O:23])([O-:24])[c:25]1[cH:26][c:27]([C:28](=[O:29])[Cl:30])[cH:31][cH:32][cH:33]1>>[c:7]1([C:28]([c:27]2[cH:26][c:25]([N+:22](=[O:23])[O-:24])[cH:33][cH:32][cH:31]2)=[O:29])[cH:8][n:9]([CH:17]2[CH2:18][CH2:19][CH2:20][CH2:21]2)[c:10]2[n:11][cH:12][n:13][c:14]([Cl:16])[c:15]12. The reactants are 271, ClC1=NC2=CC=C(C=C2C=C1)Cl (2,6-dichloroquinoline), CC(C(=O)OCC)(C)OC1=CC=C(C=C1)O (ethyl 2-methyl-2-(4-hydroxyphenoxy)propionate), ( 100 ), 312. Yields the product CC(C(=O)OCC)(C)OC1=CC=C(C=C1)OC1=NC2=CC=C(C=C2C=C1)Cl (Ethyl 2-methyl-2-[4-(6-chloroquinolin-2-yloxy)phenoxy]-propionate). Reaction SMILES: Cl[C:2]1[CH:11]=[CH:10][C:9]2[C:4](=[CH:5][CH:6]=[C:7]([Cl:12])[CH:8]=2)[N:3]=1.[CH3:13][C:14]([O:21][C:22]1[CH:27]=[CH:26][C:25]([OH:28])=[CH:24][CH:23]=1)([CH3:20])[C:15]([O:17][CH2:18][CH3:19])=[O:16]>>[CH3:20][C:14]([O:21][C:22]1[CH:23]=[CH:24][C:25]([O:28][C:2]2[CH:11]=[CH:10][C:9]3[C:4](=[CH:5][CH:6]=[C:7]([Cl:12])[CH:8]=3)[N:3]=2)=[CH:26][CH:27]=1)([CH3:13])[C:15]([O:17][CH2:18][CH3:19])=[O:16]. Procedure: Ethyl 2-methyl-2-[4-(6-chloroquinolin-2-yloxy)phenoxy]-propionate (36) was prepared from 2,6-dichloroquinoline and ethyl 2-methyl-2-(4-hydroxyphenoxy)propionate following essentially the same procedure as that described in Example 1. The product was isolated after chromatography as a low melting point solid. Mass spectrum (m/e): 385 (parent ion; 30%); 312 (35%); 271 (100%); 270 (100). Starting materials: CC(=O)O[BH-](OC(C)=O)OC(C)=O, COc1ccc(CN(Cc2ccc(OC)cc2)c2nc(C)nc(-c3cc(C=O)cnc3Nc3ccc(OC)nc3)n2)cc1, CO, CCN(C(C)C)C(C)C, ClCCl, Cl, C1CNC1, [Na+]. Yields the product COc1ccc(CN(Cc2ccc(OC)cc2)c2nc(C)nc(-c3cc(CN4CCC4)cnc3Nc3ccc(OC)nc3)n2)cc1. Reaction SMILES: [C:44]([O:45][BH-:46]([O:47][C:48](=[O:49])[CH3:50])[O:51][C:52](=[O:53])[CH3:54])(=[O:55])[CH3:56].[CH3:1][O:2][c:3]1[cH:4][cH:5][c:6]([CH2:7][N:8]([c:9]2[n:10][c:11](-[c:16]3[c:17]([NH:24][c:25]4[cH:26][n:27][c:28]([O:31][CH3:32])[cH:29][cH:30]4)[n:18][cH:19][c:20]([CH:21]=[O:22])[cH:23]3)[n:12][c:13]([CH3:15])[n:14]2)[CH2:33][c:34]2[cH:35][cH:36][c:37]([O:40][CH3:41])[cH:38][cH:39]2)[cH:42][cH:43]1.[CH3:72][OH:73].[CH:63]([N:64]([CH:65]([CH3:66])[CH3:67])[CH2:68][CH3:69])([CH3:70])[CH3:71].[Cl:74][CH2:75][Cl:76].[ClH:58].[NH:59]1[CH2:60][CH2:61][CH2:62]1.[Na+:57]>>[CH3:1][O:2][c:3]1[cH:4][cH:5][c:6]([CH2:7][N:8]([c:9]2[n:10][c:11](-[c:16]3[c:17]([NH:24][c:25]4[cH:26][n:27][c:28]([O:31][CH3:32])[cH:29][cH:30]4)[n:18][cH:19][c:20]([CH2:21][N:59]4[CH2:60][CH2:61][CH2:62]4)[cH:23]3)[n:12][c:13]([CH3:15])[n:14]2)[CH2:33][c:34]2[cH:35][cH:36][c:37]([O:40][CH3:41])[cH:38][cH:39]2)[cH:42][cH:43]1. Reactants: BrC1=CC=C(C=C1)C(C(F)(F)F)OC(C(=O)NCC#N)CC(C)C (2-[1-(4-bromophenyl)-2,2,2-trifluoroethoxy]-N-(cyanomethyl)-4-methylpentanamide), CN(C)C=O (DMF), palladium tetrakistriphenylphosphine, tetrakistriphenylphosphine. The reagents and catalysts are [C-]#N.[Zn+2].[C-]#N (zinc cyanide), [C-]#N.[Zn+2].[C-]#N (zinc cyanide). Solvent: CCOC(=O)C (AcOEt). Conditions: temperature 80 celsius. Yields the product C(#N)CNC([C@H](CC(C)C)O[C@H](C1=CC=CC=C1)C1=CC=C(C=C1)C#N)=O ((2S)-N-(cyanomethyl)-2-{[(R)-(4-cyanophenyl)(phenyl)methyl]oxy}-4-methylpentanamide). RXN SMILES: Br[C:2]1[CH:7]=[CH:6][C:5]([CH:8]([O:13][CH:14]([CH2:21][CH:22]([CH3:24])[CH3:23])[C:15]([NH:17][CH2:18][C:19]#[N:20])=[O:16])[C:9](F)(F)F)=[CH:4][CH:3]=1.C[N:26]([CH:28]=O)C>CCOC(C)=O.[C-]#N.[Zn+2].[C-]#N>[C:19]([CH2:18][NH:17][C:15](=[O:16])[C@@H:14]([O:13][C@@H:8]([C:9]1[CH:6]=[CH:7][C:2]([C:28]#[N:26])=[CH:3][CH:4]=1)[C:5]1[CH:6]=[CH:7][CH:2]=[CH:3][CH:4]=1)[CH2:21][CH:22]([CH3:24])[CH3:23])#[N:20] |f:3.4.5|. Procedure details: To a solution of 2-[1-(4-bromophenyl)-2,2,2-trifluoroethoxy]-N-(cyanomethyl)-4-methylpentanamide from example 69 step 5 (2.03 mmol, 1.0 g) in DMF (2.5 mL), was added zinc cyanide (1.22 mmol, 144 mg) followed by palladium tetrakistriphenylphosphine (0.08 mmol, 92 mg). The mixture was degassed three times via the freeze-thaw method. The mixture was heated at 80° C. overnight. The next day, more zinc cyanide (0.61 mmol, 72 mg) and tetrakistriphenylphosphine (0.04 mmol, 46 mg) were added The mixture... Reactants: BrC=1C=CC(=C(C1)[C@@]1(OC1)C)F ((S)-2-(5-bromo-2-fluoro-phenyl)-2-methyl-oxirane), [N-]=[N+]=[N-].[Na+] (NaN3), [NH4+].[Cl-] (NH4Cl), C1COCCOCCOCCOCCOCCO1 (18-crown-6). Solvent: CCO (EtOH). Yields the product N(=[N+]=[N-])C[C@@](C)(O)C1=C(C=CC(=C1)Br)F ((S)-1-Azido-2-(5-bromo-2-fluoro-phenyl)-propan-2-ol). Reaction SMILES: [Br:1][C:2]1[CH:3]=[CH:4][C:5]([F:12])=[C:6]([C@@:8]2([CH3:11])[CH2:10][O:9]2)[CH:7]=1.[N-:13]=[N+:14]=[N-:15].[Na+].[NH4+].[Cl-].C1OCCOCCOCCOCCOCCOC1>CCO>[N:13]([CH2:10][C@:8]([C:6]1[CH:7]=[C:2]([Br:1])[CH:3]=[CH:4][C:5]=1[F:12])([OH:9])[CH3:11])=[N+:14]=[N-:15] |f:1.2,3.4|. Reported procedure: To a solution of (S)-2-(5-bromo-2-fluoro-phenyl)-2-methyl-oxirane (51.85 g, 224 mmol) in EtOH (800 ml) was added NaN3 (36.8 g, 531 mmol), NH4Cl (60.6 g, 1122 mmol) and 18-crown-6 (59.8 g, 224 mmol) and the reaction mixture was heated at reflux for 6 h. The reaction mixture was filtered and concentrated to half of its volume. The residual oil was extracted with EtOAc. Combined extracts were washed with saturated NaHCO3 solution and brine, dried over MgSO4, filtered and concentrated to provide the... Starting materials: CCNc1ccccc1, CCO, Clc1ncnc(Cl)c1Cl. The product is CCN(c1ccccc1)c1ncnc(Cl)c1Cl. Reaction SMILES: [CH2:10]([CH3:11])[NH:12][c:13]1[cH:14][cH:15][cH:16][cH:17][cH:18]1.[CH3:19][CH2:20][OH:21].[Cl:1][c:2]1[n:3][cH:4][n:5][c:6]([Cl:9])[c:7]1[Cl:8]>>[c:2]1([N:12]([CH2:10][CH3:11])[c:13]2[cH:14][cH:15][cH:16][cH:17][cH:18]2)[n:3][cH:4][n:5][c:6]([Cl:9])[c:7]1[Cl:8]. Starting materials: N1=CC=C(C=C1)CCN1CC2N(C3=CC=CC=C3NC2=O)CC1 (2,3,4,4a-tetrahydro-3-[2-(4-pyridinyl)ethyl]-1H-pyrazino[1,2-a]quinoxalin-5(6H)-one), [H][H] (hydrogen), O (water), Cl (hydrochloric acid). Reagents/catalysts: O=[Pt]=O (PtO2). Solvent: C(C)O (ethanol). Product: N1CCC(CC1)CCN1CC2N(C3=CC=CC=C3NC2=O)CC1 (2,3,4,4a-Tetrahydro-3-[2-(4-Piperidinyl)Ethyl]-1H-Pyrazino[1,2-a]Quinoxalin-5(6H)-One). As a reaction SMILES: [N:1]1[CH:6]=[CH:5][C:4]([CH2:7][CH2:8][N:9]2[CH2:23][CH2:22][N:12]3[C:13]4[C:18]([NH:19][C:20](=[O:21])[CH:11]3[CH2:10]2)=[CH:17][CH:16]=[CH:15][CH:14]=4)=[CH:3][CH:2]=1.O.Cl.[H][H]>O=[Pt]=O.C(O)C>[NH:1]1[CH2:6][CH2:5][CH:4]([CH2:7][CH2:8][N:9]2[CH2:23][CH2:22][N:12]3[C:13]4[C:18]([NH:19][C:20](=[O:21])[CH:11]3[CH2:10]2)=[CH:17][CH:16]=[CH:15][CH:14]=4)[CH2:3][CH2:2]1. Procedure: A solution of 2,3,4,4a-tetrahydro-3-[2-(4-pyridinyl)ethyl]-1H-pyrazino[1,2-a]quinoxalin-5(6H)-one in 120 ml. water and 60 ml. ethanol containing 13 ml. conc. hydrochloric acid was placed in a Parr hydrogenation apparatus, with 1.2 g. PtO2, under 45 psi. of hydrogen and shaken till pressure drop ceased. After filtering off catalyst the solvents were removed under vacuum and the residue crystallized from hot ethanol. Product filtered off, washed (ethanol), and dried. Dissolved in hot methanol whic...